This data is from the Open Reaction Database (ORD), a public repository of structured organic reaction records. The task is: describe an organic reaction: reactants, conditions, products, and yield Starting materials: BrB(Br)Br, COc1ccc2oc(-c3ccc(Cl)cc3Cl)nc2c1, ClCCl. Yields the product Oc1ccc2oc(-c3ccc(Cl)cc3Cl)nc2c1. RXN SMILES: [B:20]([Br:21])([Br:22])[Br:23].[Cl:1][c:2]1[c:3](-[c:9]2[o:10][c:11]3[c:12]([n:13]2)[cH:14][c:15]([O:18][CH3:19])[cH:16][cH:17]3)[cH:4][cH:5][c:6]([Cl:8])[cH:7]1.[Cl:24][CH2:25][Cl:26]>>[Cl:1][c:2]1[c:3](-[c:9]2[o:10][c:11]3[c:12]([n:13]2)[cH:14][c:15]([OH:18])[cH:16][cH:17]3)[cH:4][cH:5][c:6]([Cl:8])[cH:7]1. The reactants are ClC1=C(C(Cl)Cl)C=C(C(=C1)Cl)F (2,4-dichloro-5-fluorobenzal chloride), S(O)(O)(=O)=O (sulphuric acid). Product: ClC1=C(C=O)C=C(C(=C1)Cl)F (2,4-dichloro-5-fluorobenzaldehyde). Reported procedure: reacting 2,4-dichloro-5-fluorobenzal chloride of the formula ##STR13## with sulphuric acid to obtain 2,4-dichloro-5-fluorobenzaldehyde of the formula ##STR14## then chlorinating to give the compound of formula (I). Reaction SMILES: [Cl:1][C:2]1[CH:10]=[C:9]([Cl:11])[C:8]([F:12])=[CH:7][C:3]=1[CH:4](Cl)Cl.S(=O)(=O)(O)[OH:14]>>[Cl:1][C:2]1[CH:10]=[C:9]([Cl:11])[C:8]([F:12])=[CH:7][C:3]=1[CH:4]=[O:14]. Reactants: Cc1ccccc1, [Ca+2], [Cl-], [Cl-], COC(=O)NCc1cc(C#CC(C)(C)O)ccc1Cl, Cl, [Cu]I, [Cu], O. Product: COC(=O)NCc1cc(C#CC(C)(C)Cl)ccc1Cl. RXN SMILES: [CH3:25][c:26]1[cH:27][cH:28][cH:29][cH:30][cH:31]1.[Ca+2:22].[Cl-:20].[Cl-:21].[Cl:1][c:2]1[c:3]([CH2:4][NH:5][C:6]([O:7][CH3:8])=[O:9])[cH:10][c:11]([C:14]#[C:15][C:16]([CH3:17])([CH3:18])[OH:19])[cH:12][cH:13]1.[ClH:23].[Cu:32][I:33].[Cu:34].[OH2:24]>>[Cl:1][c:2]1[c:3]([CH2:4][NH:5][C:6]([O:7][CH3:8])=[O:9])[cH:10][c:11]([C:14]#[C:15][C:16]([CH3:17])([CH3:18])[Cl:20])[cH:12][cH:13]1. Reactants: Nc1cccc(Br)c1, COC(C)O, COc1ccc2c(Cl)c(C#N)cnc2c1. The product is COc1ccc2c(Nc3cccc(Br)c3)c(C#N)cnc2c1. As a reaction SMILES: [Br:16][c:17]1[cH:18][c:19]([NH2:20])[cH:21][cH:22][cH:23]1.[CH3:24][O:25][CH:26]([OH:27])[CH3:28].[Cl:1][c:2]1[c:3]([C:14]#[N:15])[cH:4][n:5][c:6]2[cH:7][c:8]([O:12][CH3:13])[cH:9][cH:10][c:11]12>>[c:2]1([NH:20][c:19]2[cH:18][c:17]([Br:16])[cH:23][cH:22][cH:21]2)[c:3]([C:14]#[N:15])[cH:4][n:5][c:6]2[cH:7][c:8]([O:12][CH3:13])[cH:9][cH:10][c:11]12. Reactants: BrC=CBr (dibromoethylene), [Mg] (magnesium), CC1(OCC(CO1)(C)C)CCBr (2,5,5-trimethyl-2-(2-bromoethyl)-1,3-dioxane). Run in O1CCCC1 (tetrahydrofuran), O1CCCC1 (tetrahydrofuran). Run at time 30 minute. Product: Br[Mg]CCC1(OCC(CO1)(C)C)C (bromo[2-(2,5,5-trimethyl-1,3-dioxan-2-yl)ethyl]magnesium). Reaction SMILES: [Br:1]C=CBr.[Mg:5].[CH3:6][C:7]1([CH2:15][CH2:16]Br)[O:12][CH2:11][C:10]([CH3:14])([CH3:13])[CH2:9][O:8]1>O1CCCC1>[Br:1][Mg:5][CH2:16][CH2:15][C:7]1([CH3:6])[O:8][CH2:9][C:10]([CH3:14])([CH3:13])[CH2:11][O:12]1. Reported procedure: In a nitrogen atmosphere, 5 ml of tetrahydrofuran and 0.1 ml of dibromoethylene were added to 3.4 g of metallic magnesium, the mixture was ice-cooled, and 30.0 g of 2,5,5-trimethyl-2-(2-bromoethyl)-1,3-dioxane and 75 ml of tetrahydrofuran were added dropwise to that mixture simultaneously over 1.5 hours. After completion of the dropping, the mixture was stirred for 1 hour with ice cooling and further at room temperature for 30 minutes to give bromo[2-(2,5,5-trimethyl-1,3-dioxan-2-yl)ethyl]magnes... Starting materials: ClC1=NC=C(C=N1)CC (2-chloro-5-ethylpyrimidine), CC1=NOC(=C1COC1=CC=C(C=C1)S(=O)(=O)N)C (4-{[(3,5-dimethyl-4-isoxazolyl)methyl]oxy}benzenesulfonamide), C([O-])([O-])=O.[Cs+].[Cs+] (cesium carbonate). Reagents/catalysts: C(C)(=O)[O-].[Pd+2].C(C)(=O)[O-] (palladium(II) acetate), CC1(C2=C(C(=CC=C2)P(C3=CC=CC=C3)C4=CC=CC=C4)OC5=C(C=CC=C51)P(C6=CC=CC=C6)C7=CC=CC=C7)C (Xantphos), C(C)(=O)[O-].[Pd+2].C(C)(=O)[O-] (palladium(II) acetate), CC1(C2=C(C(=CC=C2)P(C3=CC=CC=C3)C4=CC=CC=C4)OC5=C(C=CC=C51)P(C6=CC=CC=C6)C7=CC=CC=C7)C (Xantphos). The solvent is O1CCOCC1 (1,4-dioxane), CO (methanol). Run at temperature 130 celsius. The product is CC1=NOC(=C1COC1=CC=C(C=C1)S(=O)(=O)NC1=NC=C(C=N1)CC)C (4-((3,5-dimethylisoxazol-4-yl)-methoxy)-N-(5-ethylpyrimidin-2-yl)benzenesulfonamide). The yield is 27.6%. As a reaction SMILES: Cl[C:2]1[N:7]=[CH:6][C:5]([CH2:8][CH3:9])=[CH:4][N:3]=1.[CH3:10][C:11]1[C:15]([CH2:16][O:17][C:18]2[CH:23]=[CH:22][C:21]([S:24]([NH2:27])(=[O:26])=[O:25])=[CH:20][CH:19]=2)=[C:14]([CH3:28])[O:13][N:12]=1.C(=O)([O-])[O-].[Cs+].[Cs+]>O1CCOCC1.CO.C([O-])(=O)C.[Pd+2].C([O-])(=O)C.CC1(C)C2C(=C(P(C3C=CC=CC=3)C3C=CC=CC=3)C=CC=2)OC2C(P(C3C=CC=CC=3)C3C=CC=CC=3)=CC=CC1=2>[CH3:10][C:11]1[C:15]([CH2:16][O:17][C:18]2[CH:19]=[CH:20][C:21]([S:24]([NH:27][C:2]3[N:7]=[CH:6][C:5]([CH2:8][CH3:9])=[CH:4][N:3]=3)(=[O:26])=[O:25])=[CH:22][CH:23]=2)=[C:14]([CH3:28])[O:13][N:12]=1 |f:2.3.4,7.8.9|. Procedure: A suspension of 2-chloro-5-ethylpyrimidine (0.021 mL, 0.177 mmol), 4-{[(3,5-dimethyl-4-isoxazolyl)methyl]oxy}benzenesulfonamide (50 mg, 0.177 mmol), palladium(II) acetate (0.397 mg, 1.770 μmol), Xantphos (2.048 mg, 3.54 μmol) and cesium carbonate (144 mg, 0.443 mmol) was prepared in 1,4-dioxane (2 mL). The reaction vessel was sealed and heated by microwaves to 130° C. for 30 minutes. After cooling the reaction, additional Xantphos (2.048 mg, 3.54 μmol) and palladium(II) acetate (0.397 mg, 1.770 ... Starting materials: NCCCO (3-amino-l-propanol), ClC1=CC=C(C(=O)C2=CC=C(CBr)C=C2)C=C1 (4-(4-chlorobenzoyl)benzyl bromide). The solvent is C(C)O (ethanol). Product: ClC1=CC=C(C(=O)C2=CC=C(CNCCCO)C=C2)C=C1 (3-[4-(4-Chlorobenzoyl)benzylamino]-1-propanol). Yield: 44.7%. Reaction SMILES: [NH2:1][CH2:2][CH2:3][CH2:4][OH:5].[Cl:6][C:7]1[CH:22]=[CH:21][C:10]([C:11]([C:13]2[CH:20]=[CH:19][C:16]([CH2:17]Br)=[CH:15][CH:14]=2)=[O:12])=[CH:9][CH:8]=1>C(O)C>[Cl:6][C:7]1[CH:8]=[CH:9][C:10]([C:11]([C:13]2[CH:20]=[CH:19][C:16]([CH2:17][NH:1][CH2:2][CH2:3][CH2:4][OH:5])=[CH:15][CH:14]=2)=[O:12])=[CH:21][CH:22]=1. Procedure details: To a solution of 3-amino-l-propanol (3.00 g) in ethanol (40 ml) was added 4-(4-chlorobenzoyl)benzyl bromide (3.10 g) and the mixture was refluxed for 4.5 hours. After cooling to room temperature, the solvent was distilled off under reduced pressure and the residue was extracted with ethyl acetate. The extract was dried over anhydrous magnesium sulfate and the solvent was distilled off under reduced pressure. The residue was purified by silica gel column chromatography (developed with chloroform:... The reactants are CCCSC1(C(C)=O)CC1, CCO, O=Cc1ccc(Cl)cc1Cl, ClCCl, [Na+], [OH-], O. Product: CCCSC1(C(=O)C=Cc2ccc(Cl)cc2Cl)CC1. Reaction SMILES: [C:3]([CH3:4])(=[O:5])[C:6]1([S:9][CH2:10][CH2:11][CH3:12])[CH2:7][CH2:8]1.[CH3:23][CH2:24][OH:25].[Cl:13][c:14]1[c:15]([CH:16]=[O:17])[cH:18][cH:19][c:20]([Cl:22])[cH:21]1.[Cl:27][CH2:28][Cl:29].[Na+:2].[OH-:1].[OH2:26]>>[C:3]([CH:4]=[CH:16][c:15]1[c:14]([Cl:13])[cH:21][c:20]([Cl:22])[cH:19][cH:18]1)(=[O:5])[C:6]1([S:9][CH2:10][CH2:11][CH3:12])[CH2:7][CH2:8]1. Starting materials: C1=CC(=CC=C1C(=O)CBr)O (alpha bromo-4-hydroxyacetophenone), NC1(NC=CC=C1)C (2-aminopicoline), C(C)O (ethanol). Yields the product OC1=CC=C(C=C1)C=1N=C2N(C=CC=C2C)C1 (2-[4-hydroxyphenyl]-8-methylimidazo[1,2-a]pyridine). RXN SMILES: [CH:1]1[C:6]([C:7]([CH2:9]Br)=O)=[CH:5][CH:4]=[C:3]([OH:11])[CH:2]=1.[NH2:12][C:13]1(C)[CH:18]=[CH:17][CH:16]=[CH:15][NH:14]1.[CH2:20](O)C>>[OH:11][C:3]1[CH:4]=[CH:5][C:6]([C:7]2[N:12]=[C:13]3[C:18]([CH3:20])=[CH:17][CH:16]=[CH:15][N:14]3[CH:9]=2)=[CH:1][CH:2]=1. Procedure details: The product of step A (30 g) and 2-aminopicoline (15 mL) in ethanol (200 mL) was heated at reflux temperature for 4 hours then cooled to ambient temperature. The resulting precipitate containing the title compound was isolated via filtration (27 g).